Task: describe an organic reaction: reactants, conditions, products, and yield. Dataset: the Open Reaction Database (ORD), a public repository of structured organic reaction records Run at temperature -35 celsius, time 1 hour. The product is C(C)(C)(C)OC(=O)N1C(CCCC1CC)C([C@H](CC1=CC=CC=C1)N(CC1=CC=CC=C1)CC1=CC=CC=C1)O (2-((2S)-2-Dibenzylamino-1-hydroxy-3-phenylpropyl)-6-ethylpiperidine-1-carboxylic acid tert-butyl ester). Solvent: C(C)OCC (diethyl ether), C(C)OCC (diethyl ether). As a reaction SMILES: C([Li])(CC)C.[C:6]([O:10][C:11]([N:13]1[CH2:18][CH2:17][CH2:16][CH2:15][CH:14]1[CH2:19][CH3:20])=[O:12])([CH3:9])([CH3:8])[CH3:7].[CH2:21]([N:28]([CH2:39][C:40]1[CH:45]=[CH:44][CH:43]=[CH:42][CH:41]=1)[C@@H:29]([CH2:32][C:33]1[CH:38]=[CH:37][CH:36]=[CH:35][CH:34]=1)[CH:30]=[O:31])[C:22]1[CH:27]=[CH:26][CH:25]=[CH:24][CH:23]=1>C(OCC)C>[C:6]([O:10][C:11]([N:13]1[CH:14]([CH2:19][CH3:20])[CH2:15][CH2:16][CH2:17][CH:18]1[CH:30]([OH:31])[C@@H:29]([N:28]([CH2:21][C:22]1[CH:23]=[CH:24][CH:25]=[CH:26][CH:27]=1)[CH2:39][C:40]1[CH:41]=[CH:42][CH:43]=[CH:44][CH:45]=1)[CH2:32][C:33]1[CH:34]=[CH:35][CH:36]=[CH:37][CH:38]=1)=[O:12])([CH3:9])([CH3:8])[CH3:7]. The reactants are C(C)(CC)[Li] (sec-butyllithium), C(C)(C)(C)OC(=O)N1C(CCCC1)CC (2-ethylpiperidine-1-carboxylic acid tert-butyl ester), C(C1=CC=CC=C1)N([C@H](C=O)CC1=CC=CC=C1)CC1=CC=CC=C1 ((2S)-2-(dibenzylamino)-3-phenylpropanal). Procedure: Add N,N,N′,N′-tetrametlhylethylenediamine (1.4 mL, 9.11 mmol), then sec-butyllithium (1.4 M in cyclohexane, 7.2 mL, 10.1 mmol) to 2-ethylpiperidine-1-carboxylic acid tert-butyl ester in diethyl ether (18 mL) at −78° C. under a nitrogen atmosphere. Warm to −35° C. and stir for 1 h. Cool to −78° C. and add (2S)-2-(dibenzylamino)-3-phenylpropanal (3.0 g, 9.11 mmol) in diethyl ether (4 mL) and stir for 30 min. Quench at −78° C. with water, warm to room temperature and extract with diethyl ether. Com... The product is Cc1ccc(O[Si](C)(C)C(C)(C)C)cc1CO. The reactants are COC(=O)c1cc(O[Si](C)(C)C(C)(C)C)ccc1C, CC(C)C[Al+]CC(C)C, CCCCCC, ClCCl, [H-]. As a reaction SMILES: [C:1]([CH3:2])([CH3:3])([CH3:4])[Si:5]([O:6][c:7]1[cH:8][cH:9][c:10]([CH3:17])[c:11]([C:12](=[O:13])[O:14][CH3:15])[cH:16]1)([CH3:18])[CH3:19].[CH2:21]([Al+:22][CH2:23][CH:24]([CH3:25])[CH3:26])[CH:27]([CH3:28])[CH3:29].[CH3:30][CH2:31][CH2:32][CH2:33][CH2:34][CH3:35].[Cl:36][CH2:37][Cl:38].[H-:20]>>[C:1]([CH3:2])([CH3:3])([CH3:4])[Si:5]([O:6][c:7]1[cH:8][cH:9][c:10]([CH3:17])[c:11]([CH2:12][OH:13])[cH:16]1)([CH3:18])[CH3:19]. The reactants are BrC=1C=NC=2N(C1)N=C(C2)C(=O)O (6-bromo-pyrazolo[1,5-a]pyrimidine-2-carboxylic acid), CC1NCCC2=C(C=CC=C12)C=1C=NNC1 (1-Methyl-5-(1H-pyrazol-4-yl)-1,2,3,4-tetrahydro-isoquinoline). The product is BrC=1C=NC=2N(C1)N=C(C2)C(=O)N2C(C1=CC=CC(=C1CC2)C=2C=NNC2)C ((6-Bromo-pyrazolo[1,5-a]pyrimidin-2-yl)-[1-methyl-5-(1H-pyrazol-4-yl)-3,4-dihydro-1H-isoquinolin-2-yl]-methanone). RXN SMILES: [Br:1][C:2]1[CH:3]=[N:4][C:5]2[N:6]([N:8]=[C:9]([C:11]([OH:13])=O)[CH:10]=2)[CH:7]=1.[CH3:14][CH:15]1[C:24]2[C:19](=[C:20]([C:25]3[CH:26]=[N:27][NH:28][CH:29]=3)[CH:21]=[CH:22][CH:23]=2)[CH2:18][CH2:17][NH:16]1>>[Br:1][C:2]1[CH:3]=[N:4][C:5]2[N:6]([N:8]=[C:9]([C:11]([N:16]3[CH2:17][CH2:18][C:19]4[C:24](=[CH:23][CH:22]=[CH:21][C:20]=4[C:25]4[CH:29]=[N:28][NH:27][CH:26]=4)[CH:15]3[CH3:14])=[O:13])[CH:10]=2)[CH:7]=1. Procedure details: In close analogy to the procedure described in Example 1, 6-bromo-pyrazolo[1,5-a]pyrimidine-2-carboxylic acid is reacted with 1-Methyl-5-(1H-pyrazol-4-yl)-1,2,3,4-tetrahydro-isoquinoline to provide the title compound in moderate yield. Reactants: CCCCCCCCCCCC(=O)[O-], Cc1cc(C(C)(C)C)c(O)c(C)c1CCl, CN(C)C=O, [Na+], O. Yields the product CCCCCCCCCCCC(=O)OCc1c(C)cc(C(C)(C)C)c(O)c1C. Reaction SMILES: [C:16]([CH2:17][CH2:18][CH2:19][CH2:20][CH2:21][CH2:22][CH2:23][CH2:24][CH2:25][CH2:26][CH3:27])(=[O:28])[O-:29].[C:1]([CH3:2])([CH3:3])([CH3:4])[c:5]1[c:6]([OH:15])[c:7]([CH3:14])[c:8]([CH2:9][Cl:10])[c:11]([CH3:13])[cH:12]1.[CH3:31][N:32]([CH3:33])[CH:34]=[O:35].[Na+:30].[OH2:36]>>[C:1]([CH3:2])([CH3:3])([CH3:4])[c:5]1[c:6]([OH:15])[c:7]([CH3:14])[c:8]([CH2:9][O:29][C:16]([CH2:17][CH2:18][CH2:19][CH2:20][CH2:21][CH2:22][CH2:23][CH2:24][CH2:25][CH2:26][CH3:27])=[O:28])[c:11]([CH3:13])[cH:12]1. The reactants are C(C)(=O)C(CCCCCCC(=O)OCC)CCCC(COCC1=CC=CO1)O (ethyl 8-acetyl-12-hydroxy-13-furfuryloxytridecanoate), C(C)(=O)C(CCCCCCC(=O)O)CCCC(COC1=CC=C(C=C1)F)O (8-Acetyl-12-hydroxy-13-(4-fluorophenoxy)tridecanoic Acid). The product is C(C)(=O)C(CCCCCCC(=O)O)CCCC(COCC1=CC=CO1)O (8-Acetyl-12-hydroxy-13-furfuryloxytridecanoic Acid). RXN SMILES: [C:1]([CH:4]([CH2:16][CH2:17][CH2:18][CH:19]([OH:28])[CH2:20][O:21][CH2:22][C:23]1[O:27][CH:26]=[CH:25][CH:24]=1)[CH2:5][CH2:6][CH2:7][CH2:8][CH2:9][CH2:10][C:11]([O:13]CC)=[O:12])(=[O:3])[CH3:2].C(C(CCCC(O)COC1C=CC(F)=CC=1)CCCCCCC(O)=O)(=O)C>>[C:1]([CH:4]([CH2:16][CH2:17][CH2:18][CH:19]([OH:28])[CH2:20][O:21][CH2:22][C:23]1[O:27][CH:26]=[CH:25][CH:24]=1)[CH2:5][CH2:6][CH2:7][CH2:8][CH2:9][CH2:10][C:11]([OH:13])=[O:12])(=[O:3])[CH3:2]. Reported procedure: The synthesis of this compound is carried out by the procedure of Example 1, Step F, except that an equivalent quantity of ethyl 8-acetyl-12-hydroxy-13-furfuryloxytridecanoate is substituted for the ethyl 8-acetyl-12-hydroxy-13-(4-fluorophenoxy)-tridecanoate of Example 1, Step F. The title compound is purified by chromatography on silica gel and is obtained as a yellow viscous oil. Starting materials: Brc1ccc2nc[nH]c2c1, C1CCOC1, CN(C)c1ccccc1-c1ccccc1P(C1CCCCC1)C1CCCCC1, NCCc1ccccc1. The product is c1ccc(CCNc2ccc3[nH]cnc3c2)cc1. RXN SMILES: [Br:1][c:2]1[cH:3][c:4]2[c:5]([n:6][cH:7][nH:8]2)[cH:9][cH:10]1.[CH2:48]1[O:49][CH2:50][CH2:51][CH2:52]1.[CH:20]1([P:21]([CH:22]2[CH2:23][CH2:24][CH2:25][CH2:26][CH2:27]2)[c:28]2[cH:29][cH:30][cH:31][cH:32][c:33]2-[c:34]2[cH:35][cH:36][cH:37][cH:38][c:39]2[N:40]([CH3:41])[CH3:42])[CH2:43][CH2:44][CH2:45][CH2:46][CH2:47]1.[c:11]1([CH2:17][CH2:18][NH2:19])[cH:12][cH:13][cH:14][cH:15][cH:16]1>>[c:2]1([NH:19][CH2:18][CH2:17][c:11]2[cH:12][cH:13][cH:14][cH:15][cH:16]2)[cH:3][c:4]2[c:5]([nH:6][cH:7][n:8]2)[cH:9][cH:10]1.